Dataset: the Open Reaction Database (ORD), a public repository of structured organic reaction records. Task: describe an organic reaction: reactants, conditions, products, and yield The reactants are C(=O)(OCC1=CC=CC=C1)Cl (carbobenzoxychloride), NC(CO)(C)C (2-amino-2-methyl-1-propanol). Solvent: ClCCl (dichloromethane). Run at time 8 hour. Product: Cl.C(C)(=O)OCC(C)(C)N (2-Amino-2-methyl-1-propyl acetate hydrochloride). Reaction SMILES: C([Cl:11])([O:3][CH2:4][C:5]1C=CC=CC=1)=O.[NH2:12][C:13]([CH3:17])([CH3:16])[CH2:14][OH:15]>ClCCl>[ClH:11].[C:4]([O:15][CH2:14][C:13]([NH2:12])([CH3:17])[CH3:16])(=[O:3])[CH3:5] |f:3.4|. Procedure details: To a dichloromethane solution containing 17.1 g (0.1 mol) carbobenzoxychloride at 0° was added dropwise with stirring 18.4 g (0.2 mol) 2-amino-2-methyl-1-propanol. The reaction mixture was stirred at room temperature overnight and the 2-amino-2-methyl-1-propanol hydrochloride which formed was removed by filtration. Removal of the dichloromethane under reduced pressure afforded a colorless, viscous liquid. Distillation gave 14.9 g (0.07 mol), 70%, 2-carbobenzoxyamino-2-methyl-1-propanol, bp 144°-... The reactants are COC=1C=CC(=CC1)P2(=S)SP(=S)(S2)C=3C=CC(=CC3)OC (Lawesson's reagent), NN1C(N(C(C=C1C(F)(F)F)=O)C1=C(C=C(C(=C1)C=NOC)Cl)F)=O (1-amino-3-(4-chloro-2-fluoro-5-methoxyiminomethylphenyl)-2,4-dioxo-6-trifluoromethyl-1,2,3,4-tetrahydropyrimidine). Solvent: C1(=CC=CC=C1)C (toluene). The product is NN1C(N(C(C=C1C(F)(F)F)=S)C1=C(C=C(C(=C1)C=NOC)Cl)F)=O (1-Amino-3-(4-chloro-2-fluoro-5-methoxyiminomethylphenyl)-2-oxo-4-thiono-6-trifluoromethyl-1,2,3,4-tetrahydropyrimidine). Reaction SMILES: COC1C=CC(P2(SP(C3C=CC(OC)=CC=3)(=S)S2)=[S:10])=CC=1.[NH2:23][N:24]1[C:29]([C:30]([F:33])([F:32])[F:31])=[CH:28][C:27](=O)[N:26]([C:35]2[CH:40]=[C:39]([CH:41]=[N:42][O:43][CH3:44])[C:38]([Cl:45])=[CH:37][C:36]=2[F:46])[C:25]1=[O:47]>C1(C)C=CC=CC=1>[NH2:23][N:24]1[C:29]([C:30]([F:33])([F:32])[F:31])=[CH:28][C:27](=[S:10])[N:26]([C:35]2[CH:40]=[C:39]([CH:41]=[N:42][O:43][CH3:44])[C:38]([Cl:45])=[CH:37][C:36]=2[F:46])[C:25]1=[O:47]. Procedure details: 3.4 g of Lawesson's reagent were added to a solution of 1-amino-3-(4-chloro-2-fluoro-5-methoxyiminomethylphenyl)-2,4-dioxo-6-trifluoromethyl-1,2,3,4-tetrahydropyrimidine (3.8 g) in 100 ml of toluene. After refluxing for 12 hours, the solvent was removed and the crude product obtained was purified by chromatography. Yield: 2.2 g; m.p.: 172°-174° C. Starting materials: COC1=CC=C2CC/C(/C2=C1)=C\CNC(C)=O ((E)-N-[2-(6-methoxyindan-1-ylidene)ethyl]-acetamide). Run in O (water), FC(C(=O)O)(F)F (trifluoroacetic acid), O1CCCC1 (tetrahydrofuran). Product: COC=1C=C2C(=CCC2=CC1)CCNC(C)=O (N-[2-(5-Methoxy-1H-inden-3-yl)ethyl]acetamide). Isolated yield 90.1%. As a reaction SMILES: [CH3:1][O:2][C:3]1[CH:11]=[C:10]2[C:6]([CH2:7][CH2:8]/[C:9]/2=[CH:12]\[CH2:13][NH:14][C:15](=[O:17])[CH3:16])=[CH:5][CH:4]=1>FC(F)(F)C(O)=O.O1CCCC1.O>[CH3:1][O:2][C:3]1[CH:11]=[C:10]2[C:6](=[CH:5][CH:4]=1)[CH2:7][CH:8]=[C:9]2[CH2:12][CH2:13][NH:14][C:15](=[O:17])[CH3:16]. Procedure: The (E)-N-[2-(6-methoxyindan-1-ylidene)ethyl]-acetamide (1.0 g, 4.32 mmol) thus obtained was dissolved in trifluoroacetic acid(6 ml)-tetrahydrofuran(6 ml) and the solution was refluxed for 1.5 hours. This reaction mixture was poured in water and extracted with ethyl acetate. The extract was washed serially with saturated saline and water and dried over anhydrous magnesium sulfate and the solvent was distilled off under reduced pressure. The residue was purified by silica gel column chromatograph... Starting materials: CC1(OCCO1)C1=CC=C(O1)CN1N=CC(=N1)N (2-[5-(2-methyl-[1,3]dioxolan-2-yl)-furan-2-ylmethyl]-2H-[1,2,3]triazol-4-ylamine), FC=1C=C(C=CC1)C1=C(N=CS1)C(=O)O (5-(3-fluoro-phenyl)-thiazole-4-carboxylic acid). The product is C(C)(=O)C1=CC=C(O1)CN1N=CC(=N1)NC(=O)C=1N=CSC1C1=CC(=CC=C1)F (5-(3-Fluoro-phenyl)-thiazole-4-carboxylic acid [2-(5-acetyl-furan-2-ylmethyl)-2H-[1,2,3]triazol-4-yl]-amide). Reaction SMILES: [CH3:1][C:2]1([C:7]2[O:11][C:10]([CH2:12][N:13]3[N:17]=[C:16]([NH2:18])[CH:15]=[N:14]3)=[CH:9][CH:8]=2)[O:6]CCO1.[F:19][C:20]1[CH:21]=[C:22]([C:26]2[S:30][CH:29]=[N:28][C:27]=2[C:31](O)=[O:32])[CH:23]=[CH:24][CH:25]=1>>[C:2]([C:7]1[O:11][C:10]([CH2:12][N:13]2[N:17]=[C:16]([NH:18][C:31]([C:27]3[N:28]=[CH:29][S:30][C:26]=3[C:22]3[CH:23]=[CH:24][CH:25]=[C:20]([F:19])[CH:21]=3)=[O:32])[CH:15]=[N:14]2)=[CH:9][CH:8]=1)(=[O:6])[CH3:1]. Procedure: Following general procedure A followed by B, starting from 2-[5-(2-methyl-[1,3]dioxolan-2-yl)-furan-2-ylmethyl]-2H-[1,2,3]triazol-4-ylamine and 5-(3-fluoro-phenyl)-thiazole-4-carboxylic acid. Reactants: CCO, CN(C)C=O, ClCc1ccccc1, [H-], [Na+], O, CCOC(=O)c1ccc(O)cc1. Product: CCOC(=O)c1ccc(OCc2ccccc2)cc1. RXN SMILES: [CH3:23][CH2:24][OH:25].[CH3:26][N:27]([CH3:28])[CH:29]=[O:30].[Cl:15][CH2:16][c:17]1[cH:18][cH:19][cH:20][cH:21][cH:22]1.[H-:1].[Na+:2].[OH2:31].[OH:3][c:4]1[cH:5][cH:6][c:7]([C:8](=[O:9])[O:10][CH2:11][CH3:12])[cH:13][cH:14]1>>[O:3]([c:4]1[cH:5][cH:6][c:7]([C:8](=[O:9])[O:10][CH2:11][CH3:12])[cH:13][cH:14]1)[CH2:16][c:17]1[cH:18][cH:19][cH:20][cH:21][cH:22]1. Starting materials: C(C)(C)(C)OC(=O)N[C@@H](C(C(=O)O)O)CCSC ((3R)-3-[(tert-butoxycarbonyl)amino]-2-hydroxy-5-(methylsulfanyl)pentanoic acid), O1CCCC=C1 (3,4-dihydro-2H-pyran), C1(=CC=C(C=C1)S(=O)(=O)[O-])C.[NH+]1=CC=CC=C1 (pyridinium p-toluenesulfonate). Solvent: ClCCl (dichloromethane). The product is C(C)(C)(C)OC(=O)N[C@@H](C(C(=O)O)OC1OCCCC1)CCSC ((3R)-3-[(tert-butoxycarbonyl)amino]-5-(methylsulfanyl)-2-(tetrahydro-2H-pyran-2-yloxy)pentanoic acid). The yield is 28.9%. Reaction SMILES: [C:1]([O:5][C:6]([NH:8][C@H:9]([CH2:15][CH2:16][S:17][CH3:18])[CH:10]([OH:14])[C:11]([OH:13])=[O:12])=[O:7])([CH3:4])([CH3:3])[CH3:2].[O:19]1[CH:24]=[CH:23][CH2:22][CH2:21][CH2:20]1.C1(C)C=CC(S([O-])(=O)=O)=CC=1.[NH+]1C=CC=CC=1>ClCCl>[C:1]([O:5][C:6]([NH:8][C@H:9]([CH2:15][CH2:16][S:17][CH3:18])[CH:10]([O:14][CH:20]1[CH2:21][CH2:22][CH2:23][CH2:24][O:19]1)[C:11]([OH:13])=[O:12])=[O:7])([CH3:4])([CH3:3])[CH3:2] |f:2.3|. Procedure: A solution of Example 11A (1.62 g, 5.8 mmol), 3,4-dihydro-2H-pyran (0.64 mL, 70 mmol), and pyridinium p-toluenesulfonate (0.15 mL, 0.60 mmol) in dichloromethane (30 mL) was heated to 35° C. for 16 hours and concentrated. The concentrate was diluted with aqueous sodium hydroxide (0.25M, 15 mL) and extracted twice with ethyl acetate. The aqueous layer was adjusted to pH 3 with aqueous H3PO4 (1.0M) and extracted three times with ethyl acetate. These three extracts were combined, washed sequentially...